Dataset: the Open Reaction Database (ORD), a public repository of structured organic reaction records. Task: describe an organic reaction: reactants, conditions, products, and yield Reactants: BrC1=C(C=C(C=C1)C(C1=NC=CC=C1)Cl)F (2-[(4-bromo-3-fluoro-phenyl)-chloro-methyl]-pyridine). The reagents and catalysts are [Zn] (zinc). Run in CC(=O)O (HOAc). Product: BrC1=C(C=C(CC2=NC=CC=C2)C=C1)F (2-(4-bromo-3-fluoro-benzyl)-pyridine). Reaction SMILES: [Br:1][C:2]1[CH:7]=[CH:6][C:5]([CH:8](Cl)[C:9]2[CH:14]=[CH:13][CH:12]=[CH:11][N:10]=2)=[CH:4][C:3]=1[F:16]>CC(O)=O.[Zn]>[Br:1][C:2]1[CH:7]=[CH:6][C:5]([CH2:8][C:9]2[CH:14]=[CH:13][CH:12]=[CH:11][N:10]=2)=[CH:4][C:3]=1[F:16]. Procedure: To a solution of 2-[(4-bromo-3-fluoro-phenyl)-chloro-methyl]-pyridine (as described in Step C above) (0.29 g, 0.965 mmol) in HOAc (10 mL) was added zinc powder (0.315 g, 4.82 mmol) and the mixture was refluxed for 1 hr. The HOAc was removed in vacuo and the residue was partitioned with EtOAc and saturated NaHCO3. The EtOAc was washed with H2O, brine, dried with MgSO4, and evaporated in vacuo to obtain the title compound which was used without further purification. Reactants: COc1cccc(CCc2ccccc2OCC2CN(C(=O)OC(C)(C)C)CCO2)c1, Cl, C1COCCO1. Product: Cl, COc1cccc(CCc2ccccc2OCC2CNCCO2)c1. Reaction SMILES: [C:2]([O:3][C:4](=[O:5])[N:9]1[CH2:10][CH:11]([CH2:15][O:16][c:17]2[c:18]([CH2:23][CH2:24][c:25]3[cH:26][c:27]([O:31][CH3:32])[cH:28][cH:29][cH:30]3)[cH:19][cH:20][cH:21][cH:22]2)[O:12][CH2:13][CH2:14]1)([CH3:6])([CH3:7])[CH3:8].[ClH:1].[O:33]1[CH2:34][CH2:35][O:36][CH2:37][CH2:38]1>>[ClH:1].[NH:9]1[CH2:10][CH:11]([CH2:15][O:16][c:17]2[c:18]([CH2:23][CH2:24][c:25]3[cH:26][c:27]([O:31][CH3:32])[cH:28][cH:29][cH:30]3)[cH:19][cH:20][cH:21][cH:22]2)[O:12][CH2:13][CH2:14]1. Starting materials: N1C(=CC2=CC=CC=C12)CC1C(NC(N1)=O)=O (5-(1H-indol-2-ylmethyl)-2,4-imidazolidinedione), C(CCC)N1C(NC(C1=O)CC1=CC=CC=C1)=O (3-butyl-5-(phenylmethyl)-2,4-imidazolidinedione), C(CCC)N1C(NCC1=O)=O (3-butyl-2,4-imidazolidinedione), C1(=CC=CC=C1)C1(C(NC(N1)=O)=O)C1=CC=CC=C1 (5,5-diphenyl-2,4-imidazolidinedione), C(CCC)N1C(NC(C1=O)C)=O (3-butyl-5-methyl-2,4-imidazolidinedione). Product: CC(C)C1C(NC(N1)=O)=O (5-(1-methylethyl)-2,4-imidazolidinedione). Reaction SMILES: N1C2C(=CC=CC=2)C=C1CC1NC(=O)NC1=O.[C:18]1([C:24]2(C3C=CC=CC=3)[NH:28][C:27](=[O:29])[NH:26][C:25]2=[O:30])[CH:23]=CC=C[CH:19]=1.C(N1C(=O)C(C)NC1=O)CCC.C(N1C(=O)C(CC2C=CC=CC=2)NC1=O)CCC.C(N1C(=O)CNC1=O)CCC>>[CH3:19][CH:18]([CH:24]1[NH:28][C:27](=[O:29])[NH:26][C:25]1=[O:30])[CH3:23]. Procedure details: 5-(1H-indol-2-ylmethyl)-2,4-imidazolidinedione; 5,5-diphenyl-2,4-imidazolidinedione; 3-butyl-5-methyl-2,4-imidazolidinedione; 3-butyl-5-(phenylmethyl)-2,4-imidazolidinedione; 3-butyl-2,4-imidazolidinedione, Reactants: O1C(NCC1)=O (oxazolidin-2-one), C([O-])([O-])=O.[K+].[K+] (potassium carbonate), CNCCNC (N,N′-dimethylethylenediamine), BrC1=CC(=C(C(=C1)F)C(=O)N1CCN(CC1)C1=NC=C(C=C1C)C)F ((4-bromo-2,6-difluorophenyl)[4-(3,5-dimethylpyridin-2-yl)piperazin-1-yl]methanone). Reagents/catalysts: [Cu]I (copper (I) iodide). Solvent: C1(=CC=CC=C1)C (toluene), O (Water). Yields the product CC=1C(=NC=C(C1)C)N1CCN(CC1)C(=O)C1=C(C=C(C=C1F)N1C(OCC1)=O)F (3-{4-[4-(3,5-dimethylpyridin-2-yl)piperazine-1-carbonyl]-3,5-difluorophenyl}oxazolidin-2-one). The yield is 55.1%. As a reaction SMILES: Br[C:2]1[CH:7]=[C:6]([F:8])[C:5]([C:9]([N:11]2[CH2:16][CH2:15][N:14]([C:17]3[C:22]([CH3:23])=[CH:21][C:20]([CH3:24])=[CH:19][N:18]=3)[CH2:13][CH2:12]2)=[O:10])=[C:4]([F:25])[CH:3]=1.[O:26]1[CH2:30][CH2:29][NH:28][C:27]1=[O:31].C(=O)([O-])[O-].[K+].[K+].CNCCNC>[Cu]I.O.C1(C)C=CC=CC=1>[CH3:23][C:22]1[C:17]([N:14]2[CH2:15][CH2:16][N:11]([C:9]([C:5]3[C:6]([F:8])=[CH:7][C:2]([N:28]4[CH2:29][CH2:30][O:26][C:27]4=[O:31])=[CH:3][C:4]=3[F:25])=[O:10])[CH2:12][CH2:13]2)=[N:18][CH:19]=[C:20]([CH3:24])[CH:21]=1 |f:2.3.4|. Reported procedure: To a mixture of (4-bromo-2,6-difluorophenyl)[4-(3,5-dimethylpyridin-2-yl)piperazin-1-yl]methanone (410 mg) described in Preparation Example 60, oxazolidin-2-one (87 mg), potassium carbonate (277 mg) and copper (I) iodide (95.8 mg) were added toluene (1 mL) and N,N′-dimethylethylenediamine (101 μL), and the mixture was refluxed for 8 hr. Water was added to the reaction mixture, the mixture was extracted with chloroform, and the solvent was evaporated. The residue was purified by column chromatogr... The reactants are C(C)(C)C(C#N)(CCNCCCOC1=C(C=CC=C1)OC)C1=CC(=C(C(=C1)OC)OC)OC (alpha-isopropyl-alpha-[2-[N-[3-(2-methoxyphenoxy)propyl]amino]ethyl]-3,4,5-trimethoxyphenylacetonitrile), C=O (formalin), C(=O)O (formic acid), C([O-])([O-])=O.[K+].[K+] (potassium carbonate). The solvent is O (water). Yields the product C(C)(C)C(C#N)(CCN(C)CCCOC1=C(C=CC=C1)OC)C1=CC(=C(C(=C1)OC)OC)OC (Alpha-isopropyl-alpha-[2-[N-[3-(2-methoxyphenoxy)propyl]-N-methylamino]ethyl]-3,4,5-trimethoxyphenylacetonitrile). Reaction SMILES: [CH:1]([C:4]([C:22]1[CH:27]=[C:26]([O:28][CH3:29])[C:25]([O:30][CH3:31])=[C:24]([O:32][CH3:33])[CH:23]=1)([CH2:7][CH2:8][NH:9][CH2:10][CH2:11][CH2:12][O:13][C:14]1[CH:19]=[CH:18][CH:17]=[CH:16][C:15]=1[O:20][CH3:21])[C:5]#[N:6])([CH3:3])[CH3:2].C=O.[CH:36](O)=O.C(=O)([O-])[O-].[K+].[K+]>O>[CH:1]([C:4]([C:22]1[CH:27]=[C:26]([O:28][CH3:29])[C:25]([O:30][CH3:31])=[C:24]([O:32][CH3:33])[CH:23]=1)([CH2:7][CH2:8][N:9]([CH2:10][CH2:11][CH2:12][O:13][C:14]1[CH:19]=[CH:18][CH:17]=[CH:16][C:15]=1[O:20][CH3:21])[CH3:36])[C:5]#[N:6])([CH3:3])[CH3:2] |f:3.4.5|. Procedure: A mixture of 0.39 g of alpha-isopropyl-alpha-[2-[N-[3-(2-methoxyphenoxy)propyl]amino]ethyl]-3,4,5-trimethoxyphenylacetonitrile, 1 ml of 37% formalin, and 1 ml of 90% formic acid was refluxed for 1 hour. After cooling, to the mixture were added water and potassium carbonate to make it alkaline. The solution was extracted with chloroform. The extract was washed with water, dried, and evaporated to give 0.23 g of desired compound as a yellow oil. Reactants: BrC=1C=CC(=C(C1)S(=O)(=O)NC1=C(C=C(C=C1)F)N)OC (5-bromo-N-(4-fluoro-2-aminophenyl)-2-methoxybenzenesulfonamide), ClC1=CC=C(C=C1)S(=O)(=O)Cl (4-chlorobenzenesulfonyl chloride). The solvent is N1=CC=CC=C1 (pyridine), C(Cl)Cl (DCM), C(C)(=O)OCC (ethyl acetate). Run at time 4 hour. The product is BrC=1C=CC(=C(C1)S(=O)(=O)NC1=C(C=C(C=C1)F)NS(=O)(=O)C1=CC=C(C=C1)Cl)OC (5-bromo-N-[2-(4-chlorobenzenesulfonylamino) -4-fluorophenyl]-2-methoxybenzenesulfonamide). The yield is 78.2%. As a reaction SMILES: [Br:1][C:2]1[CH:3]=[CH:4][C:5]([O:20][CH3:21])=[C:6]([S:8]([NH:11][C:12]2[CH:17]=[CH:16][C:15]([F:18])=[CH:14][C:13]=2[NH2:19])(=[O:10])=[O:9])[CH:7]=1.[Cl:22][C:23]1[CH:28]=[CH:27][C:26]([S:29](Cl)(=[O:31])=[O:30])=[CH:25][CH:24]=1>N1C=CC=CC=1.C(Cl)Cl.C(OCC)(=O)C>[Br:1][C:2]1[CH:3]=[CH:4][C:5]([O:20][CH3:21])=[C:6]([S:8]([NH:11][C:12]2[CH:17]=[CH:16][C:15]([F:18])=[CH:14][C:13]=2[NH:19][S:29]([C:26]2[CH:27]=[CH:28][C:23]([Cl:22])=[CH:24][CH:25]=2)(=[O:31])=[O:30])(=[O:10])=[O:9])[CH:7]=1. Procedure: To a solution of 5-bromo-N-(4-fluoro-2-aminophenyl)-2-methoxybenzenesulfonamide (0.1 mmol) in pyridine (0.5 mL) and DCM (2 mL), 4-chlorobenzenesulfonyl chloride (0.12 mmol) was added. The reaction mixture was stirred at room temperature for 4 h and then diluted with ethyl acetate (10 mL). The contents were washed with 10% aqueous HCl (10 mL) and brine (10 mL), dried over sodium sulfate, and concentrated under vacuum. The residue obtained was purified by column chromatography eluting with hexanes...